This data is from the Open Reaction Database (ORD), a public repository of structured organic reaction records. The task is: describe an organic reaction: reactants, conditions, products, and yield Reactants: ClC1=C(C=2N(C=C1)N=C(C2C(=O)N(C(OC(C)(C)C)=O)C)C2=CC=C(C=C2)F)F (tert-butyl 5-chloro-4-fluoro-2-(4-fluorophenyl)pyrazolo[1,5-a]pyridine-3-carbonyl(methyl)carbamate), CC1=C(C=C(C(=O)O)C=C1)B1OC(C(O1)(C)C)(C)C (4-methyl-3-(4,4,5,5-tetramethyl-1,3,2-dioxaborolan-2-yl)benzoic acid), C([O-])([O-])=O.[Na+].[Na+] (sodium carbonate), O1CCOCC1 (dioxane), tetrakis(tiphenylphosphine)palladium(0). The solvent is O (water). Run at temperature 95 celsius, time 18 hour. Product: C(C)(C)(C)OC(=O)N(C(=O)C=1C(=NN2C1C(=C(C=C2)C=2C=C(C(=O)O)C=CC2C)F)C2=CC=C(C=C2)F)C (3-(3-(tert-butoxycarbonyl(methyl)carbamoyl)-4-fluoro-2-(4-fluorophenyl)pyrazolo[1,5-a]pyridin-5-yl)-4-methylbenzoic acid). RXN SMILES: Cl[C:2]1[CH:7]=[CH:6][N:5]2[N:8]=[C:9]([C:22]3[CH:27]=[CH:26][C:25]([F:28])=[CH:24][CH:23]=3)[C:10]([C:11]([N:13]([CH3:21])[C:14](=[O:20])[O:15][C:16]([CH3:19])([CH3:18])[CH3:17])=[O:12])=[C:4]2[C:3]=1[F:29].[CH3:30][C:31]1[CH:39]=[CH:38][C:34]([C:35]([OH:37])=[O:36])=[CH:33][C:32]=1B1OC(C)(C)C(C)(C)O1.C(=O)([O-])[O-].[Na+].[Na+].O1CCOCC1>O>[C:16]([O:15][C:14]([N:13]([CH3:21])[C:11]([C:10]1[C:9]([C:22]2[CH:27]=[CH:26][C:25]([F:28])=[CH:24][CH:23]=2)=[N:8][N:5]2[CH:6]=[CH:7][C:2]([C:32]3[CH:33]=[C:34]([CH:38]=[CH:39][C:31]=3[CH3:30])[C:35]([OH:37])=[O:36])=[C:3]([F:29])[C:4]=12)=[O:12])=[O:20])([CH3:19])([CH3:18])[CH3:17] |f:2.3.4|. Reported procedure: To a degassed solution containing tert-butyl 5-chloro-4-fluoro-2-(4-fluorophenyl)pyrazolo[1,5-a]pyridine-3-carbonyl(methyl)carbamate (0.10 g, 0.24 mmol), 4-methyl-3-(4,4,5,5-tetramethyl-1,3,2-dioxaborolan-2-yl)benzoic acid (0.078 g, 0.30 mmol), sodium carbonate (0.075 g, 0.71 mmol), dioxane (2.0 mL) and water (0.40 mL) was added tetrakis(tiphenylphosphine)palladium(0) (0.008 g, 0.007 mmol). The mixture was stirred at 95° C. for 18 h. The solution was cooled to room temperature, filtered to remov... The reactants are BrC=1C=C(C=NC1)N (5-bromopyridin-3-amine), C(C)O (ethanol), CC1=CC=C(C=C1)S(=O)(=O)Cl (4-methylbenzene-1-sulfonyl chloride). Run at time 8 hour. The product is BrC=1C=C(C=NC1)NS(=O)(=O)C1=CC=C(C=C1)C (N-(5-bromopyridin-3-yl)-4-methylbenzenesulfonamide). Reaction SMILES: [Br:1][C:2]1[CH:3]=[C:4]([NH2:8])[CH:5]=[N:6][CH:7]=1.C(O)C.[CH3:12][C:13]1[CH:18]=[CH:17][C:16]([S:19](Cl)(=[O:21])=[O:20])=[CH:15][CH:14]=1>>[Br:1][C:2]1[CH:3]=[C:4]([NH:8][S:19]([C:16]2[CH:17]=[CH:18][C:13]([CH3:12])=[CH:14][CH:15]=2)(=[O:21])=[O:20])[CH:5]=[N:6][CH:7]=1. Procedure: To a round-bottom flask charged with 5-bromopyridin-3-amine (0.400 g, 2.3 mmol) in ethanol (10 ml, 171 mmol), was added 4-methylbenzene-1-sulfonyl chloride (0.880 g, 4.6 mmol) into the mixture. The mixture was allowed to stir at ambient temperature overnight, while under inert atmosphere. The progress of the reaction was monitored by LC/MS, which showed mostly desired product. The mixture was diluted with DCM and saturated sodium bicarbonate solution, then extracted the organic layer with DCM (3... Reactants: Cl (hydrochloric acid), C1(=CC=C(C=C1)S(=O)(=O)O)C (p-toluenesulfonic acid), S(O)(O)(=O)=O (sulfuric acid), C[C@@]1(CO[C@@H]([C@@H]([C@H]1NC)O)O[C@H]2[C@@H](C[C@@H]([C@H]([C@@H]2O)O[C@@H]3[C@@H](CC=C(O3)CN)N)N)N)O (sisomicin), [N+](=O)(O)[O-] (nitric acid), C(C)=O (acetaldehyde), C(#N)[BH3-].[Na+] (sodium cyanoborohydride), FC(C(=O)O)(F)F (trifluoroacetic acid), P(O)(O)(O)=O (phosphoric acid). Solvent: O (water), C(C)(=O)O (acetic acid). The product is CCN[C@@H]1C[C@@H]([C@H]([C@@H]([C@H]1O[C@@H]2[C@@H]([C@H]([C@@](CO2)(C)O)NC)O)O)O[C@@H]3[C@@H](CC=C(O3)CN)N)N (1-N-ethylsisomicin). As a reaction SMILES: S(=O)(=O)(O)O.[CH3:6][C@@:7]1([OH:36])[C@H:12]([NH:13][CH3:14])[C@@H:11]([OH:15])[C@@H:10]([O:16][C@@H:17]2[C@@H:22]([OH:23])[C@H:21]([O:24][C@H:25]3[O:30][C:29]([CH2:31][NH2:32])=[CH:28][CH2:27][C@H:26]3[NH2:33])[C@@H:20]([NH2:34])[CH2:19][C@H:18]2[NH2:35])[O:9][CH2:8]1.F[C:38](F)(F)[C:39](O)=O.C1(C)C=CC(S(O)(=O)=O)=CC=1.Cl.P(=O)(O)(O)O.[N+]([O-])(O)=O.C(=O)C.C([BH3-])#N.[Na+]>O.C(O)(=O)C>[CH3:38][CH2:39][NH:35][C@H:18]1[C@H:17]([O:16][C@H:10]2[O:9][CH2:8][C@@:7]([OH:36])([CH3:6])[C@H:12]([NH:13][CH3:14])[C@H:11]2[OH:15])[C@@H:22]([OH:23])[C@H:21]([O:24][C@H:25]2[O:30][C:29]([CH2:31][NH2:32])=[CH:28][CH2:27][C@H:26]2[NH2:33])[C@@H:20]([NH2:34])[CH2:19]1 |f:8.9|. Procedure details: in the procedure of above Example 1A instead of adding 1 N sulfuric acid to the solution of sisomicin in water until it reaches a pH of about 5, other acids may be used, such as acetic acid, trifluoroacetic acid, p-toluenesulfonic acid, hydrochloric acid, phosphoric acid, or nitric acid. The acidified aqueous solution is then treated with acetaldehyde and sodium cyanoborohydride and the resultant product is purified as described above, whereby is obtained 1-N-ethylsisomicin. The reagents and catalysts are C1COCCOCCOCCOCCOCCO1   (18-Crown-6), c1ccc(cc1)-c2c3ccccc3cc4ccccc24 (9-Phenylanthracene). As a reaction SMILES: [Cu][C:1]#[N:2].CS(O[C@H:3]1[C@@H:8]([F:9])[CH2:7][CH2:6][N:5]([C:10]([O:12][CH2:13][c:14]2[cH:19][cH:18][cH:17][cH:16][cH:15]2)=[O:11])[CH2:4]1)(=O)=O>>[F:9][C@@H:8]1[C@@H:3]([C:1]#[N:2])[CH2:4][N:5]([C:10]([O:12][CH2:13][c:14]2[cH:19][cH:18][cH:17][cH:16][cH:15]2)=[O:11])[CH2:6][CH2:7]1. Yields the product F[C@H]1CCN(C[C@@H]1C#N)C(=O)OCc2ccccc2. Conditions: temperature 60 celsius, time 18 hour. Solvent: CC(=O)N(C)C (DMAc). The reactants are C(#N)[Cu], C1CN(C[C@H]([C@H]1F)OS(=O)(=O)C)C(=O)OCc1ccccc1.